From a dataset of the Open Reaction Database (ORD), a public repository of structured organic reaction records. describe an organic reaction: reactants, conditions, products, and yield The reactants are ClC1=CC=C(C=C1)C=1N=C2SC=3CN(CCC3N2C1)C(=O)OCC (2-(4-chlorophenyl)-7-ethoxycarbonyl-5,6,7,8-tetrahydroimidazo[2',1':2,3]thiazolo[5,4-c]pyridine), solution, Br (hydrobromic acid), Br (hydrobromic acid). Run in C(C)(=O)O (acetic acid). Product: Br.Br.ClC1=CC=C(C=C1)C=1N=C2SC=3CNCCC3N2C1 (2-(4-chlorophenyl)-5,6,7,8-tetrahydroimidazo[2',1':2,3]thiazolo[5,4-c]pyridine dihydrobromide). As a reaction SMILES: [Cl:1][C:2]1[CH:7]=[CH:6][C:5]([C:8]2[N:9]=[C:10]3[N:18]([CH:19]=2)[C:17]2[CH2:16][CH2:15][N:14](C(OCC)=O)[CH2:13][C:12]=2[S:11]3)=[CH:4][CH:3]=1.[BrH:25]>C(O)(=O)C>[BrH:25].[BrH:25].[Cl:1][C:2]1[CH:7]=[CH:6][C:5]([C:8]2[N:9]=[C:10]3[N:18]([CH:19]=2)[C:17]2[CH2:16][CH2:15][NH:14][CH2:13][C:12]=2[S:11]3)=[CH:4][CH:3]=1 |f:3.4.5|. Procedure details: A mixture of 9 g of the product of Example 5 and 100 ml of a solution of hydrobromic acid in acetic acid (20% (w/w) hydrobromic acid) was heated on a boiled water bath for one hour. The precipitated crystals were filtered off and washed with n-hexane to give 9.3 g of 2-(4-chlorophenyl)-5,6,7,8-tetrahydroimidazo[2',1':2,3]thiazolo[5,4-c]pyridine dihydrobromide, melting at 304°-307° C. with decomposition. Reactants: OC(C[C@@]1(CCN(C(O1)=O)[C@@H](C)C1=CC=C(C=C1)B1OC(C(O1)(C)C)(C)C)C1=CC=CC=C1)(C)C ((S)-6-(2-hydroxy-2-methylpropyl)-6-phenyl-3-((S)-1-(4-(4,4,5,5-tetramethyl-1,3,2-dioxaborolan-2-yl)phenyl)ethyl)-1,3-oxazinan-2-one), BrC=1SC=C(N1)C(=O)NC1CC1 (2-bromo-N-cyclopropylthiazole-4-carboxamide). Product: C1(CC1)NC(=O)C=1N=C(SC1)C1=CC=C(C=C1)[C@H](C)N1C(O[C@](CC1)(C1=CC=CC=C1)CC(C)(C)O)=O (N-cyclopropyl-2-(4-((S)-1-((S)-6-(2-hydroxy-2-methylpropyl)-2-oxo-6-phenyl-1,3-oxazinan-3-yl)ethyl)phenyl)thiazole-4-carboxamide). RXN SMILES: [OH:1][C:2]([CH3:35])([CH3:34])[CH2:3][C@@:4]1([C:28]2[CH:33]=[CH:32][CH:31]=[CH:30][CH:29]=2)[O:9][C:8](=[O:10])[N:7]([C@H:11]([C:13]2[CH:18]=[CH:17][C:16](B3OC(C)(C)C(C)(C)O3)=[CH:15][CH:14]=2)[CH3:12])[CH2:6][CH2:5]1.Br[C:37]1[S:38][CH:39]=[C:40]([C:42]([NH:44][CH:45]2[CH2:47][CH2:46]2)=[O:43])[N:41]=1>>[CH:45]1([NH:44][C:42]([C:40]2[N:41]=[C:37]([C:16]3[CH:17]=[CH:18][C:13]([C@@H:11]([N:7]4[CH2:6][CH2:5][C@:4]([CH2:3][C:2]([OH:1])([CH3:35])[CH3:34])([C:28]5[CH:33]=[CH:32][CH:31]=[CH:30][CH:29]=5)[O:9][C:8]4=[O:10])[CH3:12])=[CH:14][CH:15]=3)[S:38][CH:39]=2)=[O:43])[CH2:46][CH2:47]1. Procedure details: The title compound was prepared from (S)-6-(2-hydroxy-2-methylpropyl)-6-phenyl-3-((S)-1-(4-(4,4,5,5-tetramethyl-1,3,2-dioxaborolan-2-yl)phenyl)ethyl)-1,3-oxazinan-2-one and 2-bromo-N-cyclopropylthiazole-4-carboxamide following a procedure analogous to that described in Example 1 Step 2. LC-MS Method 2 tR=1.252 min, m/z=542.1; 1H NMR (CDCl3) 0.61 (m, 2H), 0.81 (m, 2H), 1.04 (s, 3H), 1.12 (s, 3H), 1.49 (d, 3H), 2.06-2.24 (m, 5H), 2.29-2.40 (m, 1H), 2.71-2.89 (m, 2H), 5.62 (m, 1H), 6.94-7.01 (m, 2H... Reactants: ClC1=CC=C(C=2CCOC21)CCCNC(C)=O (N-[3-(7-chloro-2,3-dihydro-benzofuran-4-yl)-propyl]-acetamide). The yield is 80.1%. Run in C(C)O (ethanol). Reaction SMILES: Cl[C:2]1[C:10]2[O:9][CH2:8][CH2:7][C:6]=2[C:5]([CH2:11][CH2:12][CH2:13][NH:14][C:15](=[O:17])[CH3:16])=[CH:4][CH:3]=1>C(O)C.[Pd]>[O:9]1[C:10]2[CH:2]=[CH:3][CH:4]=[C:5]([CH2:11][CH2:12][CH2:13][NH:14][C:15](=[O:17])[CH3:16])[C:6]=2[CH2:7][CH2:8]1. Reagents/catalysts: [Pd] (palladium). The product is O1CCC2=C1C=CC=C2CCCNC(C)=O (N-[3-(2,3-Dihydro-benzofuran-4-yl)-propyl]-acetamide). Procedure details: A solution of the N-[3-(7-chloro-2,3-dihydro-benzofuran-4-yl)-propyl]-acetamide, (78 mg) in ethanol (5 ml) was hydrogenated over palladium (10%; 20 mg) over 64 h. The catalyst was filtered off and the filtrate concentrated in vacuo. The residue was purified by column chromatography, eluting with dichloromethane/methanol 50:1 gave the title compound as a colourless solid (54 mg) mp 66-67° C.